From a dataset of the Open Reaction Database (ORD), a public repository of structured organic reaction records. describe an organic reaction: reactants, conditions, products, and yield Reactants: BrC1=CC=C(S1)C=O (5-bromo-thiophene-2-carbaldehyde), C(CCC)C(=C(CCCC)CCCC)[Sn] (tributylvinyltin). The reagents and catalysts are C=1C=CC(=CC1)[P](C=2C=CC=CC2)(C=3C=CC=CC3)[Pd]([P](C=4C=CC=CC4)(C=5C=CC=CC5)C=6C=CC=CC6)([P](C=7C=CC=CC7)(C=8C=CC=CC8)C=9C=CC=CC9)[P](C=1C=CC=CC1)(C=1C=CC=CC1)C=1C=CC=CC1 (tetrakis(triphenylphosphine)palladium(0)). The solvent is C1(=CC=CC=C1)C (toluene). Product: C(=C)C1=CC=C(S1)C=O (5-Vinyl-thiophene-2-carbaldehyde). The yield is 86.2%. RXN SMILES: Br[C:2]1[S:6][C:5]([CH:7]=[O:8])=[CH:4][CH:3]=1.[CH2:9](C([Sn])=C(CCCC)CCCC)[CH2:10]CC>C1(C)C=CC=CC=1.C1C=CC([P]([Pd]([P](C2C=CC=CC=2)(C2C=CC=CC=2)C2C=CC=CC=2)([P](C2C=CC=CC=2)(C2C=CC=CC=2)C2C=CC=CC=2)[P](C2C=CC=CC=2)(C2C=CC=CC=2)C2C=CC=CC=2)(C2C=CC=CC=2)C2C=CC=CC=2)=CC=1>[CH:9]([C:2]1[S:6][C:5]([CH:7]=[O:8])=[CH:4][CH:3]=1)=[CH2:10] |^1:10,34,36,55,74|. Procedure: A solution of 5-bromo-thiophene-2-carbaldehyde (1 g, 5.23 mmol) in anhydrous toluene (20 mL), at room temperature and under an atmosphere of nitrogen, was treated with tetrakis(triphenylphosphine)palladium(0) (121 mg, 0.1 mmol) and tributylvinyltin (2.3 mL, 7.85 mmol). The reaction was heated to reflux for 1 hour, after which it was cooled and the volatiles removed in vacuo. The product was purified by silica gel chromatography using iso-hexanes/ethyl acetate 10:1 to afford the title compound (6...